This data is from the Open Reaction Database (ORD), a public repository of structured organic reaction records. The task is: describe an organic reaction: reactants, conditions, products, and yield The reactants are C(C)(C)(C)OC(=O)NCC1CCN(CC1)CCCCCN (5-(4-tert-Butoxycarbonylaminomethylpiperidin-1-yl)pentylamine), C1(=CC=CC=C1)N=C=O (phenyl isocyanate). Solvent: C(Cl)Cl (methylene chloride). Conditions: time 15 hour. Product: C(C)(C)(C)OC(=O)NCC1CCN(CC1)CCCCCNC(=O)NC1=CC=CC=C1 (4-tert-butoxycarbonylaminomethyl-1-(5-(3-phenylureido)pentyl)piperidine). Reaction SMILES: [C:1]([O:5][C:6]([NH:8][CH2:9][CH:10]1[CH2:15][CH2:14][N:13]([CH2:16][CH2:17][CH2:18][CH2:19][CH2:20][NH2:21])[CH2:12][CH2:11]1)=[O:7])([CH3:4])([CH3:3])[CH3:2].[C:22]1([N:28]=[C:29]=[O:30])[CH:27]=[CH:26][CH:25]=[CH:24][CH:23]=1>C(Cl)Cl>[C:1]([O:5][C:6]([NH:8][CH2:9][CH:10]1[CH2:11][CH2:12][N:13]([CH2:16][CH2:17][CH2:18][CH2:19][CH2:20][NH:21][C:29]([NH:28][C:22]2[CH:27]=[CH:26][CH:25]=[CH:24][CH:23]=2)=[O:30])[CH2:14][CH2:15]1)=[O:7])([CH3:4])([CH3:3])[CH3:2]. Procedure: 5-(4-tert-Butoxycarbonylaminomethylpiperidin-1-yl)pentylamine (2.00 g) was dissolved in methylene chloride (80 ml) and phenyl isocyanate (0.80 ml) was dropwise added under ice-cooling. The mixture was stirred at room temperature for 15 hr, and the reaction mixture was concentrated under reduced pressure to give 4-tert-butoxycarbonylaminomethyl-1-(5-(3-phenylureido)pentyl)piperidine. Reactants: [F-].C(CCC)[N+](CCCC)(CCCC)CCCC (tetrabutylammonium fluoride), ClC=1C=C(C=CC1)[C@H](CN[C@@H](COC1=CC=C(CC2C(NC(S2)=O)=O)C=C1)C)O[Si](C)(C)C(C)(C)C (5-(4-{2(R)-[2(R)-(3-chlorophenyl)-2-t-butyldimethylsilyloxyethylamino]propoxy}benzyl)thiazolidine-2,4-dione), 3]in. Run in O1CCCC1 (tetrahydrofuran). Run at time 15 hour. Product: ClC=1C=C(C=CC1)[C@H](CN[C@@H](COC1=CC=C(CC2C(NC(S2)=O)=O)C=C1)C)O (5-(4-{2(R)-[2(R)-(3-Chlorophenyl)-2-hydroxyethyl-amino]propoxy}benzyl)thiazolidine-2,4-dione). RXN SMILES: [F-].C([N+](CCCC)(CCCC)CCCC)CCC.[Cl:19][C:20]1[CH:21]=[C:22]([C@@H:26]([O:47][Si](C(C)(C)C)(C)C)[CH2:27][NH:28][C@H:29]([CH3:46])[CH2:30][O:31][C:32]2[CH:45]=[CH:44][C:35]([CH2:36][CH:37]3[S:41][C:40](=[O:42])[NH:39][C:38]3=[O:43])=[CH:34][CH:33]=2)[CH:23]=[CH:24][CH:25]=1>O1CCCC1>[Cl:19][C:20]1[CH:21]=[C:22]([C@@H:26]([OH:47])[CH2:27][NH:28][C@H:29]([CH3:46])[CH2:30][O:31][C:32]2[CH:45]=[CH:44][C:35]([CH2:36][CH:37]3[S:41][C:40](=[O:42])[NH:39][C:38]3=[O:43])=[CH:34][CH:33]=2)[CH:23]=[CH:24][CH:25]=1 |f:0.1|. Reported procedure: 88 g of tetrabutylammonium fluoride were added to a solution of 46.2 g of 5-(4-{2(R)-[2(R)-(3-chlorophenyl)-2-t-butyldimethylsilyloxyethylamino]propoxy}benzyl)thiazolidine-2,4-dione [prepared as described in Preparation 3]in 500 ml of tetrahydrofuran, whilst ice-cooling, and the mixture was stirred at room temperature for 15 hours. At the end of this time, the tetrahydrofuran was distilled off under reduced pressure. The residue was then mixed with water and extracted with ethyl acetate. The ext... The reactants are ClC1=C(C=C(C=N1)NCC1=CC=C(C=C1)OC)C(F)(F)F (6-chloro-N-(4-methoxybenzyl)-5-(trifluoromethyl)pyridin-3-amine), COC1=CC=C(CNC=2C=C(C(=NC2)C=2C=NC=CC2)C(F)(F)F)C=C1 (N-(4-methoxybenzyl)-3-(trifluoromethyl)-[2,3′-bipyridin]-5-amine). Yields the product FC(C=1C(=NC=C(C1)N)C=1C=NC=CC1)(F)F (3-(Trifluoromethyl)-[2,3′-bipyridin]-5-amine). Reaction SMILES: ClC1N=CC(NCC2C=CC(OC)=CC=2)=CC=1C(F)(F)F.COC1C=CC(C[NH:29][C:30]2[CH:31]=[C:32]([C:42]([F:45])([F:44])[F:43])[C:33]([C:36]3[CH:37]=[N:38][CH:39]=[CH:40][CH:41]=3)=[N:34][CH:35]=2)=CC=1>>[F:44][C:42]([F:43])([F:45])[C:32]1[C:33]([C:36]2[CH:37]=[N:38][CH:39]=[CH:40][CH:41]=2)=[N:34][CH:35]=[C:30]([NH2:29])[CH:31]=1. Reported procedure: The title compound was synthesized as described for Intermediate 1, Step 5 using N-(4-methoxybenzyl)-3-(trifluoromethyl)-[2,3′-bipyridin]-5-amine as the starting material. 1H NMR (300 MHz, CDCl3) δ 8.71 (dd, 1H), 8.64 (dd, 1H), 8.30 (dd, 1H), 7.78 (m, 1H), 7.35 (m, 1H), 7.32 (d, 1H), 4.05 (s, 2H). Reactants: FC1=C(C=CC(=C1F)OCCCCCCCCC)B(O)O (2,3-Difluoro-4-n-nonoxyphenylboronic acid), BrC1=CC=C(C=C1)I (1-bromo-4-iodobenzene). The reagents and catalysts are C=1C=CC(=CC1)[P](C=2C=CC=CC2)(C=3C=CC=CC3)[Pd]([P](C=4C=CC=CC4)(C=5C=CC=CC5)C=6C=CC=CC6)([P](C=7C=CC=CC7)(C=8C=CC=CC8)C=9C=CC=CC9)[P](C=1C=CC=CC1)(C=1C=CC=CC1)C=1C=CC=CC1 (tetrakis(triphenylphosphine)palladium(0)). The product is BrC1=CC=C(C=C1)C1=C(C(=C(C=C1)OCCCCCCCCC)F)F (4'-Bromo-2,3-difluoro-4-nonoxybiphenyl). Yield: 87.5%. Reaction SMILES: [F:1][C:2]1[C:7]([F:8])=[C:6]([O:9][CH2:10][CH2:11][CH2:12][CH2:13][CH2:14][CH2:15][CH2:16][CH2:17][CH3:18])[CH:5]=[CH:4][C:3]=1B(O)O.[Br:22][C:23]1[CH:28]=[CH:27][C:26](I)=[CH:25][CH:24]=1>C1C=CC([P]([Pd]([P](C2C=CC=CC=2)(C2C=CC=CC=2)C2C=CC=CC=2)([P](C2C=CC=CC=2)(C2C=CC=CC=2)C2C=CC=CC=2)[P](C2C=CC=CC=2)(C2C=CC=CC=2)C2C=CC=CC=2)(C2C=CC=CC=2)C2C=CC=CC=2)=CC=1>[Br:22][C:23]1[CH:28]=[CH:27][C:26]([C:3]2[CH:4]=[CH:5][C:6]([O:9][CH2:10][CH2:11][CH2:12][CH2:13][CH2:14][CH2:15][CH2:16][CH2:17][CH3:18])=[C:7]([F:8])[C:2]=2[F:1])=[CH:25][CH:24]=1 |^1:33,35,54,73|. Reported procedure: Quantities: tetrakis(triphenylphosphine)palladium(0) (0.87 g, 0.75 mmol), compound from Example 47 (9 g, 30 mmol) and 1-bromo-4-iodobenzene (7.07 g, 25 mmol). The experimental procedure was as described in Example 48 except that the reaction was carried out under conditions of reflux (5 h). The crude product was purified by flash column chromatography (light petrol/dichloro methane, 5:1) to give a colourless solid (9 g) which was recrystallised from light petrol to yield colourless crystals.